From a dataset of the Open Reaction Database (ORD), a public repository of structured organic reaction records. describe an organic reaction: reactants, conditions, products, and yield The reactants are ice, CC(C)(CCCC)O (2-Methylhexan-2-ol), C(C)(=O)OC(C)=O (acetic anhydride), C(=O)(O)[O-].[Na+] (NaHCO3), ice. Reagents/catalysts: CN(C)C1=CC=NC=C1 (4-(N,N-dimethylamino)-pyridine). Solvent: N1=CC=CC=C1 (Pyridine). Reaction conditions: temperature 70 celsius. Yields the product C(C)(=O)OC(C)(CCCC)C (2-methylhexan-2-yl acetate). Reaction SMILES: [CH3:1][C:2]([OH:8])([CH2:4][CH2:5][CH2:6][CH3:7])[CH3:3].[C:9](OC(=O)C)(=[O:11])[CH3:10].C([O-])(O)=O.[Na+]>CN(C1C=CN=CC=1)C.N1C=CC=CC=1>[C:9]([O:8][C:2]([CH3:3])([CH2:4][CH2:5][CH2:6][CH3:7])[CH3:1])(=[O:11])[CH3:10] |f:2.3|. Procedure: 2-Methylhexan-2-ol (30.0 g, 0.258 mol) was treated with acetic anhydride (36.6 mL, 0.387 mol). Pyridine (30.0 mL, excess) was added dropwise over a 3 min period at 23° C. Then 4-(N,N-dimethylamino)-pyridine (1.27 g, 10.0 mmol) was added. The reaction was heated to 70° C. for 16 h. The reaction was cooled to 23° C. and poured onto 300 mL of crushed ice. After 15 min of stirring, most of the ice had melted. Solid NaHCO3 was added in portions (bubbling) until the pH was 9. The system was extracted ... The reactants are BrC=1C=NC=2N(C1)N=C(C2)C(=O)O (6-bromo-pyrazolo[1,5-a]pyrimidine-2-carboxylic acid), CC1NCCC2=CC=CC(=C12)C=1C=NNC1 (1-Methyl-8-(1H-pyrazol-4-yl)-1,2,3,4-tetrahydro-isoquinoline). The product is BrC=1C=NC=2N(C1)N=C(C2)C(=O)N2C(C1=C(C=CC=C1CC2)C=2C=NNC2)C ((6-Bromo-pyrazolo[1,5-a]pyrimidin-2-yl)-[1-methyl-8-(1H-pyrazol-4-yl)-3,4-dihydro-1H-isoquinolin-2-yl]-methanone). Reaction SMILES: [Br:1][C:2]1[CH:3]=[N:4][C:5]2[N:6]([N:8]=[C:9]([C:11]([OH:13])=O)[CH:10]=2)[CH:7]=1.[CH3:14][CH:15]1[C:24]2[C:19](=[CH:20][CH:21]=[CH:22][C:23]=2[C:25]2[CH:26]=[N:27][NH:28][CH:29]=2)[CH2:18][CH2:17][NH:16]1>>[Br:1][C:2]1[CH:3]=[N:4][C:5]2[N:6]([N:8]=[C:9]([C:11]([N:16]3[CH2:17][CH2:18][C:19]4[C:24](=[C:23]([C:25]5[CH:29]=[N:28][NH:27][CH:26]=5)[CH:22]=[CH:21][CH:20]=4)[CH:15]3[CH3:14])=[O:13])[CH:10]=2)[CH:7]=1. Procedure details: In close analogy to the procedure described in Example 1, 6-bromo-pyrazolo[1,5-a]pyrimidine-2-carboxylic acid is reacted with 1-Methyl-8-(1H-pyrazol-4-yl)-1,2,3,4-tetrahydro-isoquinoline to provide the title compound in moderate yield. Starting materials: ClC=1C(=NC=CC1)N1N=C(C=C1C1=NC2=C(C(O1)=O)C=C(C=C2C)I)C(F)(F)F (2-[1-(3-chloro-2-pyridinyl)-3-(trifluoromethyl)-1H-pyrazol-5-yl]-6-iodo-8-methyl-4H-3,1-benzoxazin-4-one), ClC=1C(=NC=CC1)N1N=C(C=C1C1=NC2=C(C(O1)=O)C=C(C=C2C)I)C(F)(F)F (2-[1-(3-chloro-2-pyridinyl)-3-(trifluoromethyl)-1H-pyrazol-5-yl]-6-iodo-8-methyl-4H-3,1-benzoxazin-4-one), CN (methylamine). The solvent is O1CCCC1 (tetrahydrofuran). Run at time 3 hour. Product: ClC=1C(=NC=CC1)N1N=C(C=C1C(=O)NC1=C(C=C(C=C1C(=O)NC)I)C)C(F)(F)F (1-(3-chloro-2-pyridinyl)-N-[4-iodo-2-methyl-6-[(methylamino)carbonyl]phenyl]-3-(trifluoromethyl)-1H-pyrazole-5-carboxamide). As a reaction SMILES: [Cl:1][C:2]1[C:3]([N:8]2[C:12]([C:13]3[O:18][C:17](=[O:19])[C:16]4[CH:20]=[C:21]([I:25])[CH:22]=[C:23]([CH3:24])[C:15]=4[N:14]=3)=[CH:11][C:10]([C:26]([F:29])([F:28])[F:27])=[N:9]2)=[N:4][CH:5]=[CH:6][CH:7]=1.[CH3:30][NH2:31]>O1CCCC1>[Cl:1][C:2]1[C:3]([N:8]2[C:12]([C:13]([NH:14][C:15]3[C:16]([C:17]([NH:31][CH3:30])=[O:19])=[CH:20][C:21]([I:25])=[CH:22][C:23]=3[CH3:24])=[O:18])=[CH:11][C:10]([C:26]([F:27])([F:29])[F:28])=[N:9]2)=[N:4][CH:5]=[CH:6][CH:7]=1. Reported procedure: To a solution of 2-[1-(3-chloro-2-pyridinyl)-3-(trifluoromethyl)-1H-pyrazol-5-yl]-6-iodo-8-methyl-4H-3,1-benzoxazin-4-one (i.e. the benzoxazinone product of Example 1, Step D) (500 mg, 0.94 mmol) in tetrahydrofuran (15 mL) was added dropwise methylamine (2.0 M solution in THF, 1.4 mL, 2.8 mmol) and the reaction mixture was stirred for 3 hours, at which point thin layer chromatography on silica gel confirmed completion of the reaction. The tetrahydrofuran solvent was evaporated under reduced pres...